describe an organic reaction: reactants, conditions, products, and yield From a dataset of the Open Reaction Database (ORD), a public repository of structured organic reaction records. Reactants: [BH4-], CC(=O)c1ncccc1C(F)(F)F, CO, [Na+]. Product: CC(O)c1ncccc1C(F)(F)F. RXN SMILES: [BH4-:14].[C:1]([CH3:2])(=[O:3])[c:4]1[n:5][cH:6][cH:7][cH:8][c:9]1[C:10]([F:11])([F:12])[F:13].[CH3:16][OH:17].[Na+:15]>>[CH:1]([CH3:2])([OH:3])[c:4]1[n:5][cH:6][cH:7][cH:8][c:9]1[C:10]([F:11])([F:12])[F:13].